From a dataset of the Open Reaction Database (ORD), a public repository of structured organic reaction records. describe an organic reaction: reactants, conditions, products, and yield The reactants are CN1CCOCC1, CCOC(C)=O, CC(C)(C)OC(=O)NC(Cc1ccc(O)cc1)C(=O)Oc1c(Cl)c(Cl)c(Cl)c(Cl)c1Cl, Cl, COC(=O)C12CC3CC(CC(N)(C3)C1C(=O)C(Cc1ccccc1)NC(=O)CNC(=O)C(N)CCSC)C2, C1CCOC1. Product: COC(=O)C12CC3CC(CC(N)(C3)C1C(=O)C(Cc1ccccc1)NC(=O)CNC(=O)C(CCSC)NC(=O)C(Cc1ccc(O)cc1)NC(=O)OC(C)(C)C)C2. Reaction SMILES: [CH3:71][N:72]1[CH2:73][CH2:74][O:75][CH2:76][CH2:77]1.[CH3:83][CH2:84][O:85][C:86](=[O:87])[CH3:88].[Cl:40][c:41]1[c:42]([O:47][C:48](=[O:43])[CH:49]([NH:50][C:51](=[O:52])[O:53][C:54]([CH3:55])([CH3:56])[CH3:57])[CH2:58][c:59]2[cH:60][cH:61][c:62]([OH:65])[cH:63][cH:64]2)[c:44]([Cl:45])[c:46]([Cl:66])[c:67]([Cl:68])[c:69]1[Cl:70].[ClH:1].[NH2:2][CH:3]([CH2:4][CH2:5][S:6][CH3:7])[C:8](=[O:9])[NH:10][CH2:11][C:12](=[O:13])[NH:14][CH:15]([CH2:16][c:17]1[cH:18][cH:19][cH:20][cH:21][cH:22]1)[C:23](=[O:24])[CH:25]1[C:26]2([C:36](=[O:37])[O:38][CH3:39])[CH2:27][CH:28]3[CH2:29][CH:30]([CH2:31][C:32]1([NH2:34])[CH2:33]3)[CH2:35]2.[O:78]1[CH2:79][CH2:80][CH2:81][CH2:82]1>>[NH:2]([CH:3]([CH2:4][CH2:5][S:6][CH3:7])[C:8](=[O:9])[NH:10][CH2:11][C:12](=[O:13])[NH:14][CH:15]([CH2:16][c:17]1[cH:18][cH:19][cH:20][cH:21][cH:22]1)[C:23](=[O:24])[CH:25]1[C:26]2([C:36](=[O:37])[O:38][CH3:39])[CH2:27][CH:28]3[CH2:29][CH:30]([CH2:31][C:32]1([NH2:34])[CH2:33]3)[CH2:35]2)[C:48](=[O:47])[CH:49]([NH:50][C:51](=[O:52])[O:53][C:54]([CH3:55])([CH3:56])[CH3:57])[CH2:58][c:59]1[cH:60][cH:61][c:62]([OH:65])[cH:63][cH:64]1. Starting materials: C(C1=CC=CC=C1)Br (benzyl bromide), CC=1C=CC=C2C=3C(CCCC3NC12)=O (8-Methyl-1,2,3,9-tetrahydro-4H-carbazol-4-one), CCCCC (pentane), [H-].[Na+] (NaH). The reagents and catalysts are C(C1=CC=CC=C1)Br (benzyl bromide). The solvent is CN(C)C=O (DMF). Reaction conditions: time 30 minute. The product is C(C1=CC=CC=C1)N1C2=C(C=CC=C2C=2C(CCCC12)=O)C (9-Benzyl-8-methyl-1,2,3,9-tetrahydro-4H-carbazol-4-one). Isolated yield 72.5%. Reaction SMILES: [CH3:1][C:2]1[CH:3]=[CH:4][CH:5]=[C:6]2[C:14]=1[NH:13][C:12]1[CH2:11][CH2:10][CH2:9][C:8](=[O:15])[C:7]2=1.CCCCC.[H-].[Na+].[CH2:23](Br)[C:24]1[CH:29]=[CH:28][CH:27]=[CH:26][CH:25]=1>CN(C=O)C.C(Br)C1C=CC=CC=1>[CH2:23]([N:13]1[C:12]2[CH2:11][CH2:10][CH2:9][C:8](=[O:15])[C:7]=2[C:6]2[C:14]1=[C:2]([CH3:1])[CH:3]=[CH:4][CH:5]=2)[C:24]1[CH:29]=[CH:28][CH:27]=[CH:26][CH:25]=1 |f:2.3|. Procedure details: 8-Methyl-1,2,3,9-tetrahydro-4H-carbazol-4-one (0.1967 g, 0.99 mmol) is added to a slurry of pentane-washed NaH (0.0485 g, 0.0012 mol) in DMF (2 mL) and after stirring for 30 min, benzyl bromide (0.14 mL, 0.0012 mol) is added. After 3 h starting material still remained, so additional benzyl bromide (0.015 mL, 0.013 mmol) is added and the mixture is stirred overnight at room temperature. The mixture is then partitioned between aq. sodium bicarbonate and ethyl acetate and the organic layer is dried... The reactants are N (ammonia), C1(=CC=CC=C1)C (toluene), C1(CCCCC1)=O (cyclohexanone), S(O)(O)(=O)=O (sulfuric acid). The product is C(#N)CCCCCCCCCCC(=O)O (11-cyanoundecanoic acid). As a reaction SMILES: [NH3:1].[C:2]1(=[O:8])[CH2:7][CH2:6][CH2:5][CH2:4][CH2:3]1.S(=O)(=O)(O)[OH:10].[C:14]1(C)[CH:19]=[CH:18][CH:17]=[CH:16][CH:15]=1>>[C:14]([CH2:15][CH2:16][CH2:17][CH2:18][CH2:19][CH2:3][CH2:4][CH2:5][CH2:6][CH2:7][C:2]([OH:8])=[O:10])#[N:1]. Procedure details: Gaseous ammonia was blown into the liquid pyrolysis product, and the liquid was separated into the oily layer (I) and the aqueous layer. The aqueous phase was passed through a multi-stage extraction tower provided with thirty perforated plates where the aqueous layer was contacted countercurrently with 12.22 parts of toluene, thereby to extract cyclohexanone from the aqueous layer. Thus, there were obtained the toluene solution (II) containing cyclohexanone and the aqueous raffinate. 4.58 Parts ...